Task: describe an organic reaction: reactants, conditions, products, and yield. Dataset: the Open Reaction Database (ORD), a public repository of structured organic reaction records Starting materials: [OH-].[NH4+] (ammonium hydroxide), CC=1C(=C(C(=O)O)C=CC1)[N+](=O)[O-] (3-methyl-2-nitrobenzoic acid), ice water, [N-]=[N+]=[N-].[Na+] (Sodium azide). Solvent: S(O)(O)(=O)=O (sulfuric acid). Run at time 2 day. The product is CC=1C(=C(N)C=CC1)[N+](=O)[O-] (3-methyl-2-nitroaniline). The yield is 99.2%. RXN SMILES: [CH3:1][C:2]1[C:3]([N+:11]([O-:13])=[O:12])=[C:4]([CH:8]=[CH:9][CH:10]=1)C(O)=O.[N-:14]=[N+]=[N-].[Na+].[OH-].[NH4+]>S(=O)(=O)(O)O>[CH3:1][C:2]1[C:3]([N+:11]([O-:13])=[O:12])=[C:4]([CH:8]=[CH:9][CH:10]=1)[NH2:14] |f:1.2,3.4|. Reported procedure: A stirred solution of 3-methyl-2-nitrobenzoic acid (18.1 g, 0.1 mole) in 150 ml of concentrated sulfuric acid was cooled to -5°. Sodium azide (7.5 g, 0.115 mole) was added portionwise to the reaction mixture. After complete addition the reaction mixture was heated at 55° for three hours, then stirred at room temperature for two days. The reaction mixture was poured into ice water and the resulting solution made alkaline (pH 9) with concentrated ammonium hydroxide. A solid precipitate formed and ... The reactants are CCOC(CCn1ccnc1)OCC, CC#N, CC(C)(N)CO. Yields the product CC(C)(CO)NCCCn1ccnc1. As a reaction SMILES: [CH2:1]([O:2][CH:4]([O:3][CH2:12][CH3:13])[CH2:5][CH2:6][n:7]1[cH:8][n:9][cH:10][cH:11]1)[CH3:14].[CH3:21][C:22]#[N:23].[NH2:15][C:16]([CH2:17][OH:18])([CH3:19])[CH3:20]>>[CH2:4]([CH2:5][CH2:6][n:7]1[cH:8][n:9][cH:10][cH:11]1)[NH:15][C:16]([CH2:17][OH:18])([CH3:19])[CH3:20]. Reactants: CC=1NC=CN1 (2-methylimidazole), [N+](=O)([O-])C1=CC=C(CC=2NC=CN2)C=C1 (4-nitrobenzylimidazole). Yields the product CC=1N(C=CN1)CC1=CC=C(C=C1)[N+](=O)[O-] (2-methyl-1-(4-nitrobenzyl)imidazole). The yield is 61.7%. RXN SMILES: [CH3:1][C:2]1[NH:3][CH:4]=[CH:5][N:6]=1.[N+:7]([C:10]1[CH:21]=[CH:20][C:13]([CH2:14]C2NC=CN=2)=[CH:12][CH:11]=1)([O-:9])=[O:8]>>[CH3:1][C:2]1[N:3]([CH2:14][C:13]2[CH:20]=[CH:21][C:10]([N+:7]([O-:9])=[O:8])=[CH:11][CH:12]=2)[CH:4]=[CH:5][N:6]=1. Procedure: 15.2 g of 2-methylimidazole and 40.7 g of 4-nitrobenzylimidazole were subjected to an alkylation reaction to obtain 24.8 g of 2-methyl-1-(4-nitrobenzyl)imidazole. The reactants are [H-].[Na+] (sodium hydride), C1OC2=C(O1)C=C(C=C2)O (sesamol), CN(C)C=O (DMF), BrCCCCCCCC (1-bromooctane). Run at time 5 day. Yields the product C(CCCCCCC)OC1=CC=CC=2OCOC21 (4-Octyloxy-benzo[1,3]dioxole). RXN SMILES: [CH2:1]1[O:5][C:4]2[CH:6]=[C:7](O)[CH:8]=[CH:9][C:3]=2[O:2]1.[H-].[Na+].Br[CH2:14][CH2:15][CH2:16][CH2:17][CH2:18][CH2:19][CH2:20][CH3:21].CN(C=[O:26])C>>[CH2:14]([O:26][C:6]1[C:4]2[O:5][CH2:1][O:2][C:3]=2[CH:9]=[CH:8][CH:7]=1)[CH2:15][CH2:16][CH2:17][CH2:18][CH2:19][CH2:20][CH3:21] |f:1.2|. Procedure: A solution of sesamol (6.9 g; 50 mmol) in DMF (100 mL) under N2 was cooled to 0° C. and sodium hydride (60% w/w dispersion; 2.3 g; 60 mmol) carefully added. The slurry was allowed to warm to room temperature over 1 hour after which time 1-bromooctane (13 mL; 75 mmol) was added. The mixture was stirred for 5 days, poured onto H2O and extracted with diethylether (2×). The combined organic fractions were dried (MgSO4), filtered and evaporated in vacuo to yield 12.8 g (quantitative yield) of a white... Product: CON(C(=O)C1=CC2C(S1)C=CS2)C (3a,6a-Dihydro-thieno[3,2-b]thiophene-2-carboxylic acid methoxy-methyl-amide). The reactants are C(C)(C)(C)OC(=O)N1C(CCC1)C=1NC(=CN1)C1=CC2C(S1)C=C(S2)Br (2-[5-(5-Bromo-3a,6a-dihydro-thieno[3,2-b]thiophen-2-yl)-1H-imidazol-2-yl]-pyrrolidine-1-carboxylic acid tert-butyl ester), Pyrrolidine-1,2-dicarboxylic acid 242-(5-bromo-3a,6a-dihydro-thieno[3,2-b]thiophen-2-yl)-2-oxo-ethyl, ester 1-tert-butyl ester, C1(=CC=CC=C1)C (PhMe), C(C)(=O)[O-].[NH4+] (ammonium acetate), CCOC(=O)C (EtOAc). Procedure details: 3a,6a-Dihydro-thieno[3,2-b]thiophene-2-carboxylic acid (2 g, 10.86 mmol) MeNHOMe-HCl (1.06 g, 10.86 mmol), HOBt (1.47 g, 10.86 mmol) and DIPEA (5.9 mL, 33.67 mmol) were combined in DMF (40 mL). To the stirred mixture was added EDCI (2.72 g, 14.12 mmol). After 5 h, EtOAc (100 mL) was added and the organics were washed with saturated aqueous NaHCO3 and brine then dried over MgSO4, filtered and concentrated. The crude residue was purified by silica column chromatography (20% to 45% EtOAc/Hex) to af... Reaction SMILES: C(OC(N1CCCC1[C:13]1[NH:14][C:15]([C:18]2[S:22][CH:21]3[CH:23]=[C:24](Br)[S:25][CH:20]3[CH:19]=2)=CN=1)=O)(C)(C)C.C1(C)C=CC=CC=1.[C:34]([O-])(=[O:36])C.[NH4+].CC[O:41]C(C)=O>>[CH3:34][O:36][N:14]([CH3:13])[C:15]([C:18]1[S:22][CH:21]2[CH:23]=[CH:24][S:25][CH:20]2[CH:19]=1)=[O:41] |f:2.3|. Conditions: time 16 hour. The yield is 82.0%. Reactants: BrCCCCl (1-bromo-3-chloropropane), OC1=C(C=C(C=C1)C=1N=C2N(C=CC=C2C)C1)C (2-(4-hydroxy-3-methylphenyl)-8-methylimidazo[1,2-a]pyridine), [H-].[Na+] (sodium hydride). The solvent is CN(C=O)C (N, N-dimethylformamide), CN(C=O)C (N, N-dimethylformamide). Run at time 1 hour. Product: ClCCCOC1=C(C=C(C=C1)C=1N=C2N(C=CC=C2C)C1)C (2-(4-chloropropoxy-3-methylphenyl)-8-methylimidazo[1,2-a]pyridine). RXN SMILES: [OH:1][C:2]1[CH:7]=[CH:6][C:5]([C:8]2[N:9]=[C:10]3[C:15]([CH3:16])=[CH:14][CH:13]=[CH:12][N:11]3[CH:17]=2)=[CH:4][C:3]=1[CH3:18].[H-].[Na+].Br[CH2:22][CH2:23][CH2:24][Cl:25]>CN(C)C=O>[Cl:25][CH2:24][CH2:23][CH2:22][O:1][C:2]1[CH:7]=[CH:6][C:5]([C:8]2[N:9]=[C:10]3[C:15]([CH3:16])=[CH:14][CH:13]=[CH:12][N:11]3[CH:17]=2)=[CH:4][C:3]=1[CH3:18] |f:1.2|. Procedure details: The product of Step B (6.0 g) in N, N-dimethylformamide (200 mL) was added to a suspension of 60% sodium hydride (2.0 g) in N, N-dimethylformamide (200 mL). The mixture was stirred at ambient temperature for 1 hour and then treated with 1-bromo-3-chloropropane (30 mL). The mixture was stirred at ambient temperature for 18 hours and partitioned between ethyl acetate and water. The organic portion was washed with water, dried over sodium sulfate, filtered and evaporated to give the title compound ... Starting materials: CC(=O)O, CCCCCN(C(=O)Cl)c1ccccc1, CCN(C(C)C)C(C)C, CN(C)C=O, O=C(O)C1CN(C(=O)N(c2ccccc2)c2ccccc2)CCN1. The product is CCCCCN(C(=O)N1CCN(C(=O)N(c2ccccc2)c2ccccc2)CC1C(=O)O)c1ccccc1. RXN SMILES: [C:1]([OH:2])(=[O:3])[CH3:4].[CH2:38]([CH2:39][CH2:40][CH2:41][CH3:42])[N:43]([C:44](=[O:45])[Cl:46])[c:47]1[cH:48][cH:49][cH:50][cH:51][cH:52]1.[CH:29]([N:30]([CH2:31][CH3:32])[CH:33]([CH3:34])[CH3:35])([CH3:36])[CH3:37].[O:53]=[CH:54][N:55]([CH3:56])[CH3:57].[c:5]1([N:11]([C:12](=[O:13])[N:14]2[CH2:15][CH:16]([C:20](=[O:21])[OH:22])[NH:17][CH2:18][CH2:19]2)[c:23]2[cH:24][cH:25][cH:26][cH:27][cH:28]2)[cH:6][cH:7][cH:8][cH:9][cH:10]1>>[c:5]1([N:11]([C:12](=[O:13])[N:14]2[CH2:15][CH:16]([C:20](=[O:21])[OH:22])[N:17]([C:44]([N:43]([CH2:38][CH2:39][CH2:40][CH2:41][CH3:42])[c:47]3[cH:48][cH:49][cH:50][cH:51][cH:52]3)=[O:45])[CH2:18][CH2:19]2)[c:23]2[cH:24][cH:25][cH:26][cH:27][cH:28]2)[cH:6][cH:7][cH:8][cH:9][cH:10]1. Starting materials: dialkyl substituted phenyl, COC(=O)NC(SC)=NC(=O)OC (1,3-bis(methoxycarbonyl)-S-methylisothiourea), C[O-].[Na+] (sodium methoxide), C1(=C(C(=C(C(=C1F)F)F)N)F)N.Cl.Cl (dihydrochloride), CNC(CN)C1=C(C(=CC=C1)C)C (β-methylamino-β-(2,3-dimethylphenyl)-ethylamine). Solvent: C(C)(C)O (isopropanol), O (water), C(Cl)(Cl)Cl (chloroform). Run at time 15 minute. Product: CN1C(=NCC1C1=C(C(=CC=C1)C)C)NC(=O)OC (1-methyl-4,5-dihydro-5-(2,3-dimethylphenyl)-2-methoxycarbonylaminoimidazole). Reaction SMILES: C[O-].[Na+].C1(N)C(F)=C(F)C(F)=C(N)C=1F.Cl.Cl.[CH3:18][NH:19][CH:20]([C:23]1[CH:28]=[CH:27][CH:26]=[C:25]([CH3:29])[C:24]=1[CH3:30])[CH2:21][NH2:22].[CH3:31][O:32][C:33]([NH:35][C:36](=NC(OC)=O)SC)=[O:34]>C(Cl)(Cl)Cl.O.C(O)(C)C>[CH3:18][N:19]1[CH:20]([C:23]2[CH:28]=[CH:27][CH:26]=[C:25]([CH3:29])[C:24]=2[CH3:30])[CH2:21][N:22]=[C:36]1[NH:35][C:33]([O:32][CH3:31])=[O:34] |f:0.1,2.3.4|. Procedure: This example illustrates methods according to the invention of preparing the dialkyl substituted phenyl compounds of the invention. In this example, 50 ml. of isopropanol and 1.8 g. of sodium methoxide is added to a solution contraining 4.2 g. of the dihydrochloride salt of β-methylamino-β-(2,3-dimethylphenyl)-ethylamine dissolved in 10 ml. of water. The mixture is stirred for 15 minutes and then a solution containing 3.4 g. of a mixture of 1-mono and 1,3-bis(methoxycarbonyl)-S-methylisothiourea... Reactants: COc1ccc(Br)c([N+](=O)[O-])c1, BrC1=Cc2ccc(OCc3ccccc3)cc2CC1, CCOC(C)=O, CS(C)=O, [Cu], O, Cl[Pd]Cl, c1ccc(P(c2ccccc2)c2ccccc2)cc1, c1ccc(P(c2ccccc2)c2ccccc2)cc1. Product: COc1ccc(C2=Cc3ccc(OCc4ccccc4)cc3CC2)c([N+](=O)[O-])c1. Reaction SMILES: [Br:20][c:21]1[c:22]([N+:29](=[O:30])[O-:31])[cH:23][c:24]([O:27][CH3:28])[cH:25][cH:26]1.[CH2:1]([c:2]1[cH:3][cH:4][cH:5][cH:6][cH:7]1)[O:8][c:9]1[cH:10][cH:11][c:12]2[c:17]([cH:18]1)[CH2:16][CH2:15][C:14]([Br:19])=[CH:13]2.[CH3:32][CH2:33][O:34][C:35](=[O:36])[CH3:37].[CH3:39][S:40](=[O:41])[CH3:42].[Cu:84].[OH2:38].[Pd:43]([Cl:44])[Cl:45].[c:46]1([P:47]([c:48]2[cH:49][cH:50][cH:51][cH:52][cH:53]2)[c:54]2[cH:55][cH:56][cH:57][cH:58][cH:59]2)[cH:60][cH:61][cH:62][cH:63][cH:64]1.[c:65]1([P:66]([c:67]2[cH:68][cH:69][cH:70][cH:71][cH:72]2)[c:73]2[cH:74][cH:75][cH:76][cH:77][cH:78]2)[cH:79][cH:80][cH:81][cH:82][cH:83]1>>[CH2:1]([c:2]1[cH:3][cH:4][cH:5][cH:6][cH:7]1)[O:8][c:9]1[cH:10][cH:11][c:12]2[c:17]([cH:18]1)[CH2:16][CH2:15][C:14]([c:21]1[c:22]([N+:29](=[O:30])[O-:31])[cH:23][c:24]([O:27][CH3:28])[cH:25][cH:26]1)=[CH:13]2.